From a dataset of the Open Reaction Database (ORD), a public repository of structured organic reaction records. describe an organic reaction: reactants, conditions, products, and yield Reactants: O=C1CC2=C(N1)SC(=C2)C(=O)N (5,6-Dihydro-5-oxo-4H-thieno[2,3-b]pyrrole-2-carboxamide), N1CCCCC1 (piperidine), ice water, CC=1N=CNC1C=O (4-Methyl-5-imidazole carboxaldehyde). Run in CC(C)O (2-propanol). Run at temperature 75 celsius. Product: COC1=C(NC=C1)\C=C/1\C2=C(NC1=O)SC(=C2)C(=O)N ((Z)-5,6-dihydro-4-[(3-methoxy-1H-pyrrol-2-yl)methylene]-5-oxo-4H-thieno[2,3-b]pyrrole-2-carboxamide). Reaction SMILES: [O:1]=[C:2]1[NH:6][C:5]2[S:7][C:8]([C:10]([NH2:12])=[O:11])=[CH:9][C:4]=2[CH2:3]1.CC1N=CNC=1[CH:19]=[O:20].[NH:21]1[CH2:26][CH2:25][CH2:24][CH2:23][CH2:22]1>CC(O)C>[CH3:19][O:20][C:24]1[CH:23]=[CH:22][NH:21][C:26]=1/[CH:25]=[C:3]1/[C:4]2[CH:9]=[C:8]([C:10]([NH2:12])=[O:11])[S:7][C:5]=2[NH:6][C:2]/1=[O:1]. Procedure: 5,6-Dihydro-5-oxo-4H-thieno[2,3-b]pyrrole-2-carboxamide (30 mg, 0.17 mmol) was dissolved in a solution of 1% piperidine in 2-propanol (2 ml). 4-Methyl-5-imidazole carboxaldehyde (0.18 mmol, 15 mg) was added in one portion and the mixture heated at 75° C. for 1 hour. The reaction mixture was poured into an ice/water mixture (2 ml) and the precipitated solid was collected by filtration and washed with water to give 22 mg of (Z)-5,6-dihydro-4-[(3-methoxy-1H-pyrrol-2-yl)methylene]-5-oxo-4H-thieno[2,... The reactants are CC(C)OC(C)C, CCOP(=O)(CCCCCl)OCC, Cn1cnc2c1c(=O)[nH]c(=O)n2C. Product: CCOP(=O)(CCCCn1c(=O)c2c(ncn2C)n(C)c1=O)OCC. Reaction SMILES: [CH:27]([O:28][CH:29]([CH3:30])[CH3:31])([CH3:32])[CH3:33].[Cl:14][CH2:15][CH2:16][CH2:17][CH2:18][P:19]([O:20][CH2:21][CH3:22])(=[O:23])[O:24][CH2:25][CH3:26].[nH:1]1[c:2](=[O:3])[n:4]([CH3:5])[c:6]2[n:7][cH:8][n:9]([CH3:10])[c:11]2[c:12]1=[O:13]>>[n:1]1([CH2:15][CH2:16][CH2:17][CH2:18][P:19]([O:20][CH2:21][CH3:22])(=[O:23])[O:24][CH2:25][CH3:26])[c:2](=[O:3])[n:4]([CH3:5])[c:6]2[n:7][cH:8][n:9]([CH3:10])[c:11]2[c:12]1=[O:13]. Reactants: C1CCOC1, CCOc1cccc2oc(C(=O)Nc3ccc(-c4ccc(S(=O)(=O)NC(C(=O)OC)C(C)C)cc4)cc3)c(C)c12, [Li+], [OH-]. Product: CCOc1cccc2oc(C(=O)Nc3ccc(-c4ccc(S(=O)(=O)NC(C(=O)O)C(C)C)cc4)cc3)c(C)c12. Reaction SMILES: [CH2:43]1[O:44][CH2:45][CH2:46][CH2:47]1.[CH3:1][O:2][C:3]([CH:4]([CH:5]([CH3:6])[CH3:7])[NH:8][S:9](=[O:10])(=[O:11])[c:12]1[cH:13][cH:14][c:15](-[c:18]2[cH:19][cH:20][c:21]([NH:24][C:25](=[O:26])[c:27]3[o:28][c:29]4[c:30]([c:31]3[CH3:32])[c:33]([O:37][CH2:38][CH3:39])[cH:34][cH:35][cH:36]4)[cH:22][cH:23]2)[cH:16][cH:17]1)=[O:40].[Li+:42].[OH-:41]>>[O:2]=[C:3]([CH:4]([CH:5]([CH3:6])[CH3:7])[NH:8][S:9](=[O:10])(=[O:11])[c:12]1[cH:13][cH:14][c:15](-[c:18]2[cH:19][cH:20][c:21]([NH:24][C:25](=[O:26])[c:27]3[o:28][c:29]4[c:30]([c:31]3[CH3:32])[c:33]([O:37][CH2:38][CH3:39])[cH:34][cH:35][cH:36]4)[cH:22][cH:23]2)[cH:16][cH:17]1)[OH:40]. Reactants: COC(=O)c1cc(Cl)ccc1N, CCO, O=Cc1cccc([N+](=O)[O-])c1. Yields the product COC(=O)c1cc(Cl)ccc1N=Cc1cccc([N+](=O)[O-])c1. As a reaction SMILES: [CH3:1][O:2][C:3]([c:4]1[c:5]([NH2:11])[cH:6][cH:7][c:8]([Cl:10])[cH:9]1)=[O:12].[CH3:24][CH2:25][OH:26].[N+:13](=[O:14])([O-:15])[c:16]1[cH:17][c:18]([CH:19]=[O:20])[cH:21][cH:22][cH:23]1>>[CH3:1][O:2][C:3]([c:4]1[c:5]([N:11]=[CH:19][c:18]2[cH:17][c:16]([N+:13](=[O:14])[O-:15])[cH:23][cH:22][cH:21]2)[cH:6][cH:7][c:8]([Cl:10])[cH:9]1)=[O:12]. Reactants: ClC=1C=C2CCC(C2=C(C1)Cl)=O (5,7-dichloro-1-indanone), CC1=CC=C(C=C1)S(=O)(=O)C[N+]#[C-] (TosMIC), C(C)(C)(C)O[K] (tBuOK). The solvent is COCCOC (1,2-dimethoxyethan), CCO (EtOH). Run at time 1 hour. The product is ClC=1C=C2CCC(C2=C(C1)Cl)C#N (5,7-dichloro-2,3-dihydro-1H-indene-1-carbonitrile). Reaction SMILES: [Cl:1][C:2]1[CH:3]=[C:4]2[C:8](=[C:9]([Cl:11])[CH:10]=1)[C:7](=O)[CH2:6][CH2:5]2.CC1C=CC(S([CH2:23][N+:24]#[C-])(=O)=O)=CC=1.C(O[K])(C)(C)C>COCCOC.CCO>[Cl:1][C:2]1[CH:3]=[C:4]2[C:8](=[C:9]([Cl:11])[CH:10]=1)[CH:7]([C:23]#[N:24])[CH2:6][CH2:5]2. Reported procedure: To a solution of 5,7-dichloro-1-indanone (2.24 mmol) and TosMIC (6.71 mmol) in 25 mL 1,2-dimethoxyethan and 1 mL EtOH was added tBuOK (6.71 mmol) at 5° C. The cooling bath was removed and the reaction mixture was stirred at RT for 1 h. The reaction was quenched with water and extracted with EtOAc (3×). The combined organic layers were dried over MgSO4 and concentrated in vacuo. Purification by CC using Hept/EtOAc (7/3) gives the desired compound as yellow solid. Starting materials: B(OC(C)C)(OC(C)C)OC(C)C (triisopropyl borate), Cl (hydrochloric acid), C(C1=CC=CC=C1)OC1=C(C=C(C=C1)Br)F (1-(benzyloxy)-4-bromo-2-fluorobenzene), C(CCC)[Li] (Butyl lithium). Run in O1CCCC1 (tetrahydrofuran), CCCCCC (hexane). Run at temperature -78 celsius, time 1 hour. Yields the product C(C1=CC=CC=C1)OC1=C(C=C(C=C1)B(O)O)F ([4-(Benzyloxy)-3-fluorophenyl]boronic acid). Yield: 87.6%. As a reaction SMILES: [CH2:1]([O:8][C:9]1[CH:14]=[CH:13][C:12](Br)=[CH:11][C:10]=1[F:16])[C:2]1[CH:7]=[CH:6][CH:5]=[CH:4][CH:3]=1.[B:17](OC(C)C)([O:22]C(C)C)[O:18]C(C)C.C([Li])CCC.Cl>O1CCCC1.CCCCCC>[CH2:1]([O:8][C:9]1[CH:14]=[CH:13][C:12]([B:17]([OH:22])[OH:18])=[CH:11][C:10]=1[F:16])[C:2]1[CH:7]=[CH:6][CH:5]=[CH:4][CH:3]=1. Reported procedure: Under nitrogen stream, 1-(benzyloxy)-4-bromo-2-fluorobenzene (12.0 g, 43 mmol) was dissolved in tetrahydrofuran, followed by addition of triisopropyl borate (11.8 mL, 51 mmol), and then the mixture was cooled to −78° C. Butyl lithium (1.55M hexane solution) (30 mL, 47 mmol) was slowly added dropwise, and the mixture was stirred for 1 hour at −78° C. A 1N aqueous hydrochloric acid solution (100 mL) was added to the reaction mixture, and the mixture was stirred for 1 hour at room temperature. The ...